Dataset: the Open Reaction Database (ORD), a public repository of structured organic reaction records. Task: describe an organic reaction: reactants, conditions, products, and yield The reactants are CCN(CC)CCNC(=O)c1c(C)[nH]c(C=O)c1C, C1CCNCC1, CCO, O=C1Cc2c(cccc2-c2ccccc2)N1. The product is CCN(CC)CCNC(=O)c1c(C)[nH]c(C=C2C(=O)Nc3cccc(-c4ccccc4)c32)c1C. Reaction SMILES: [CH2:17]([CH3:18])[N:19]([CH2:20][CH2:21][NH:22][C:23](=[O:24])[c:25]1[c:26]([CH3:33])[nH:27][c:28]([CH:31]=[O:32])[c:29]1[CH3:30])[CH2:34][CH3:35].[CH2:36]1[CH2:37][CH2:38][NH:39][CH2:40][CH2:41]1.[CH3:42][CH2:43][OH:44].[c:1]1(-[c:7]2[c:8]3[c:12]([cH:13][cH:14][cH:15]2)[NH:11][C:10](=[O:16])[CH2:9]3)[cH:2][cH:3][cH:4][cH:5][cH:6]1>>[c:1]1(-[c:7]2[c:8]3[c:12]([cH:13][cH:14][cH:15]2)[NH:11][C:10](=[O:16])[C:9]3=[CH:31][c:28]2[nH:27][c:26]([CH3:33])[c:25]([C:23]([NH:22][CH2:21][CH2:20][N:19]([CH2:17][CH3:18])[CH2:34][CH3:35])=[O:24])[c:29]2[CH3:30])[cH:2][cH:3][cH:4][cH:5][cH:6]1.